Dataset: the Open Reaction Database (ORD), a public repository of structured organic reaction records. Task: describe an organic reaction: reactants, conditions, products, and yield Reactants: O=C([O-])[O-], CN(C)c1ccccc1CCl, CC(C)=O, Cl, [K+], [K+], O, Cc1nc2ccccc2nc1S. Product: Cl, Cc1nc2ccccc2nc1SCc1ccccc1N(C)C. Reaction SMILES: [C:25](=[O:26])([O-:27])[O-:28].[CH3:14][N:15]([c:16]1[c:17]([CH2:18][Cl:19])[cH:20][cH:21][cH:22][cH:23]1)[CH3:24].[CH3:31][C:32](=[O:33])[CH3:34].[ClH:13].[K+:29].[K+:30].[OH2:35].[SH:1][c:2]1[n:3][c:4]2[cH:5][cH:6][cH:7][cH:8][c:9]2[n:10][c:11]1[CH3:12]>>[ClH:19].[S:1]([c:2]1[n:3][c:4]2[cH:5][cH:6][cH:7][cH:8][c:9]2[n:10][c:11]1[CH3:12])[CH2:18][c:17]1[c:16]([N:15]([CH3:14])[CH3:24])[cH:23][cH:22][cH:21][cH:20]1.